Dataset: the Open Reaction Database (ORD), a public repository of structured organic reaction records. Task: describe an organic reaction: reactants, conditions, products, and yield The reactants are CC(C)(C)O, CCCCCC, CCOC(C)=O, COC(=O)NC(C(=O)N1CCCC1C(=O)NC(C(C)C)C(O)C(F)(F)F)C(C)C, [K+], O=[Mn](=O)(=O)[O-], [Na+], [OH-], O. Yields the product COC(=O)NC(C(=O)N1CCCC1C(=O)NC(C(=O)C(F)(F)F)C(C)C)C(C)C. Reaction SMILES: [C:45]([OH:46])([CH3:47])([CH3:48])[CH3:49].[CH3:38][CH2:39][CH2:40][CH2:41][CH2:42][CH3:43].[CH3:50][CH2:51][O:52][C:53](=[O:54])[CH3:55].[CH3:7][O:8][C:9](=[O:10])[NH:11][CH:12]([C:13](=[O:14])[N:15]1[CH:16]([C:20](=[O:21])[NH:22][CH:23]([CH:24]([CH3:25])[CH3:26])[CH:27]([C:28]([F:29])([F:30])[F:31])[OH:32])[CH2:17][CH2:18][CH2:19]1)[CH:33]([CH3:34])[CH3:35].[K+:6].[Mn:1]([O-:2])(=[O:3])(=[O:4])=[O:5].[Na+:37].[OH-:36].[OH2:44]>>[CH3:7][O:8][C:9](=[O:10])[NH:11][CH:12]([C:13](=[O:14])[N:15]1[CH:16]([C:20](=[O:21])[NH:22][CH:23]([CH:24]([CH3:25])[CH3:26])[C:27]([C:28]([F:29])([F:30])[F:31])=[O:32])[CH2:17][CH2:18][CH2:19]1)[CH:33]([CH3:34])[CH3:35]. Starting materials: BrC=1C(NC(N(N1)CCCN1C[C@]2(C[C@H]2C1)C1=CC=C(C=C1)C(F)(F)F)=O)=O (6-bromo-2-(3-{(1S,5R)-1-[4-(trifluoromethyl)phenyl]-3-azabicyclo[3.1.0]hex-3-yl}propyl)-1,2,4-triazine-3,5(2H,4H)-dione), CC=1SC(=C(N1)C)B1OC(C(O1)(C)C)(C)C (2,4-dimethyl-5-(4,4,5,5-tetramethyl-1,3,2-dioxaborolan-2-yl)-1,3-thiazole), C([O-])([O-])=O.[Na+].[Na+] (SODIUM CARBONATE), C1(=C(C=CC=C1)P(C1CCCCC1)C1CCCCC1)C1=CC=CC=C1 (2-biphenylyl(dicyclohexyl)phosphane), CC=1SC(=C(N1)C)B1OC(C(O1)(C)C)(C)C (2,4-dimethyl-5-(4,4,5,5-tetramethyl-1,3,2-dioxaborolan-2-yl)-1,3-thiazole), C1(=C(C=CC=C1)P(C1CCCCC1)C1CCCCC1)C1=CC=CC=C1 (2-biphenylyl(dicyclohexyl)phosphane), C([O-])([O-])=O.[Na+].[Na+] (SODIUM CARBONATE). Reagents/catalysts: C=1C=CC(=CC1)[P](C=2C=CC=CC2)(C=3C=CC=CC3)[Pd]([P](C=4C=CC=CC4)(C=5C=CC=CC5)C=6C=CC=CC6)([P](C=7C=CC=CC7)(C=8C=CC=CC8)C=9C=CC=CC9)[P](C=1C=CC=CC1)(C=1C=CC=CC1)C=1C=CC=CC1 (Tetrakis), C=1C=CC(=CC1)[P](C=2C=CC=CC2)(C=3C=CC=CC3)[Pd]([P](C=4C=CC=CC4)(C=5C=CC=CC5)C=6C=CC=CC6)([P](C=7C=CC=CC7)(C=8C=CC=CC8)C=9C=CC=CC9)[P](C=1C=CC=CC1)(C=1C=CC=CC1)C=1C=CC=CC1 (Tetrakis). Run in O (Water), COCCOC (1,2-Dimethoxyethane). Reaction conditions: temperature 90 celsius, time 3 hour. Yields the product CC=1SC(=C(N1)C)C=1C(NC(N(N1)CCCN1C[C@]2(C[C@H]2C1)C1=CC=C(C=C1)C(F)(F)F)=O)=O (6-(2,4-dimethyl-1,3-thiazol-5-yl)-2-(3-{(1S,5R)-1-[4-(trifluoromethyl)phenyl]-3-azabicyclo[3.1.0]hex-3-yl}propyl)-1,2,4-triazine-3,5(2H,4H)-dione). The yield is 24.3%. RXN SMILES: Br[C:2]1[C:3](=[O:28])[NH:4][C:5](=[O:27])[N:6]([CH2:8][CH2:9][CH2:10][N:11]2[CH2:16][C@H:15]3[C@:13]([C:17]4[CH:22]=[CH:21][C:20]([C:23]([F:26])([F:25])[F:24])=[CH:19][CH:18]=4)([CH2:14]3)[CH2:12]2)[N:7]=1.[CH3:29][C:30]1[S:31][C:32](B2OC(C)(C)C(C)(C)O2)=[C:33]([CH3:35])[N:34]=1.C(=O)([O-])[O-].[Na+].[Na+].C1(C2C=CC=CC=2)C=CC=CC=1P(C1CCCCC1)C1CCCCC1>C1C=CC([P]([Pd]([P](C2C=CC=CC=2)(C2C=CC=CC=2)C2C=CC=CC=2)([P](C2C=CC=CC=2)(C2C=CC=CC=2)C2C=CC=CC=2)[P](C2C=CC=CC=2)(C2C=CC=CC=2)C2C=CC=CC=2)(C2C=CC=CC=2)C2C=CC=CC=2)=CC=1.O.COCCOC>[CH3:29][C:30]1[S:31][C:32]([C:2]2[C:3](=[O:28])[NH:4][C:5](=[O:27])[N:6]([CH2:8][CH2:9][CH2:10][N:11]3[CH2:16][C@H:15]4[C@:13]([C:17]5[CH:18]=[CH:19][C:20]([C:23]([F:26])([F:24])[F:25])=[CH:21][CH:22]=5)([CH2:14]4)[CH2:12]3)[N:7]=2)=[C:33]([CH3:35])[N:34]=1 |f:2.3.4,^1:79,81,100,119|. Reported procedure: 6-bromo-2-(3-{(1S,5R)-1-[4-(trifluoromethyl)phenyl]-3-azabicyclo[3.1.0]hex-3-yl}propyl)-1,2,4-triazine-3,5(2H,4H)-dione (P8, 170 mg, 0.370 mmol) was suspended in a degassed mixture of 1,2-Dimethoxyethane (DME) (6169 ply Water (1234 μl), then 2,4-dimethyl-5-(4,4,5,5-tetramethyl-1,3,2-dioxaborolan-2-yl)-1,3-thiazole (266 mg, 1.110 mmol), SODIUM CARBONATE (118 mg, 1.110 mmol), 2-biphenylyl(dicyclohexyl)phosphane (25.9 mg, 0.074 mmol) and Tetrakis (86 mg, 0.074 mmol) were added. The mixture was then...